describe an organic reaction: reactants, conditions, products, and yield From a dataset of the Open Reaction Database (ORD), a public repository of structured organic reaction records. Reactants: O=C=NCCc1ccccc1, Cl, Cl, O=C(C1CCCCN1)N1CCC2C(c3ccccc3)Nc3ccccc3C21. The product is O=C(NCCc1ccccc1)N1CCCCC1C(=O)N1CCC2C(c3ccccc3)Nc3ccccc3C21. Reaction SMILES: [CH2:30]([CH2:31][c:32]1[cH:33][cH:34][cH:35][cH:36][cH:37]1)[N:38]=[C:39]=[O:40].[ClH:1].[ClH:2].[c:3]1([CH:9]2[NH:10][c:11]3[cH:12][cH:13][cH:14][cH:15][c:16]3[CH:17]3[CH:18]2[CH2:19][CH2:20][N:21]3[C:22](=[O:23])[CH:24]2[NH:25][CH2:26][CH2:27][CH2:28][CH2:29]2)[cH:4][cH:5][cH:6][cH:7][cH:8]1>>[c:3]1([CH:9]2[NH:10][c:11]3[cH:12][cH:13][cH:14][cH:15][c:16]3[CH:17]3[CH:18]2[CH2:19][CH2:20][N:21]3[C:22](=[O:23])[CH:24]2[N:25]([C:39]([NH:38][CH2:30][CH2:31][c:32]3[cH:33][cH:34][cH:35][cH:36][cH:37]3)=[O:40])[CH2:26][CH2:27][CH2:28][CH2:29]2)[cH:4][cH:5][cH:6][cH:7][cH:8]1. The reactants are C(C1=CC=CC=C1)N1N=CC=2C(=C3C(=NC21)C(C2=C(CC3)C=CC=C2)=O)Br (1-benzyl-4-bromo-5,6-dihydrobenzo[5,6]cyclohepta[1,2-b]pyrazolo[4,3-e]pyridin-11(1H)one), CNC (dimethylamine), CN (methylamine). Product: C(C1=CC=CC=C1)N1N=CC=2C(=C3C(=NC21)C(C2=C(CC3)C=CC=C2)=O)N(C)C (1-benzyl-4-(dimethylamino)-5,6-dihydrobenzo[5,6]cyclohepta[1,2-b]pyrazolo[4,3-e]pyridin-11(1H)-one). As a reaction SMILES: [CH2:1]([N:8]1[C:16]2[N:15]=[C:14]3[C:17](=[O:26])[C:18]4[CH:25]=[CH:24][CH:23]=[CH:22][C:19]=4[CH2:20][CH2:21][C:13]3=[C:12](Br)[C:11]=2[CH:10]=[N:9]1)[C:2]1[CH:7]=[CH:6][CH:5]=[CH:4][CH:3]=1.[CH3:28][NH:29][CH3:30].CN>>[CH2:1]([N:8]1[C:16]2[N:15]=[C:14]3[C:17](=[O:26])[C:18]4[CH:25]=[CH:24][CH:23]=[CH:22][C:19]=4[CH2:20][CH2:21][C:13]3=[C:12]([N:29]([CH3:30])[CH3:28])[C:11]=2[CH:10]=[N:9]1)[C:2]1[CH:7]=[CH:6][CH:5]=[CH:4][CH:3]=1. Procedure details: By substituting the product of Example 11 in the procedure of Example 5 and substituting dimethylamine for the methylamine, 1-benzyl-4-(dimethylamino)-5,6-dihydrobenzo[5,6]cyclohepta[1,2-b]pyrazolo[4,3-e]pyridin-11(1H)-one is obtained. The reagents and catalysts are C(C)(=O)[O-].[Co+2].C(C)(=O)[O-] (cobalt(II) acetate). Product: C(C)(C)(C)C1(CC(C(=O)O1)O)C (γ-t-butyl-α-hydroxy-γ-methyl-γ-butyrolactone). Yield: 71.0%. Starting materials: C(C=C)(=O)OC (methyl acrylate), CC(C(C)O)(C)C (3,3-dimethyl-2-butanol), ON1C(C=2C(C1=O)=CC=CC2)=O (N-hydroxyphthalimide), C(C)#N (acetonitrile), O=O (oxygen). As a reaction SMILES: [C:1]([O:5]C)(=[O:4])[CH:2]=[CH2:3].[CH3:7][C:8](C)([CH3:12])[CH:9](O)C.[OH:14]N1C(=O)C2=CC=CC=C2C1=O.O=O.[C:28](#N)[CH3:29]>C([O-])(=O)C.[Co+2].C([O-])(=O)C>[C:8]([C:28]1([CH3:29])[O:5][C:1](=[O:4])[CH:2]([OH:14])[CH2:3]1)([CH3:12])([CH3:9])[CH3:7] |f:5.6.7|. Reported procedure: A mixture of 3 mmol of methyl acrylate, 15 mmol of 3,3-dimethyl-2-butanol, 0.6 mmol of N-hydroxyphthalimide, 0.003 mmol of cobalt(II) acetate, 0.03 mmol of acetylacetonatocobalt(III), and 1 ml of acetonitrile was stirred at 60° C. in an oxygen atmosphere (1 atm) for 8 hours. A reaction mixture was subjected to column chromatography on a silica gel to yield γ-t-butyl-α-hydroxy-γ-methyl-γ-butyrolactone in a yield of 71%.